This data is from the Open Reaction Database (ORD), a public repository of structured organic reaction records. The task is: describe an organic reaction: reactants, conditions, products, and yield Starting materials: C(C)C1C2CC(=C(N2C1=O)C(=O)OCC1=CC=CC=C1)SCCNC(=O)OCC1=CC=CC=C1 (benzyl 6-ethyl-3-(2-benzyloxycarbonyl aminoethyl)thio-7-oxo-1-azabicyclo[3.2.0]hept-2-ene-2-carboxylate). The reagents and catalysts are [Pd] (Pd/C). The solvent is O1CCOCC1.O (dioxane H2O). Run at time 1 hour. Product: C(C)C1C2CC(=C(N2C1=O)C(=O)O)SCCN (6-ethyl-3-(2-aminoethyl)thio-7-oxo-1-azabicyclo[3.2.0]hept-2-ene-2-carboxylic acid). RXN SMILES: [CH2:1]([CH:3]1[C:9](=[O:10])[N:8]2[CH:4]1[CH2:5][C:6]([S:21][CH2:22][CH2:23][NH:24]C(OCC1C=CC=CC=1)=O)=[C:7]2[C:11]([O:13]CC1C=CC=CC=1)=[O:12])[CH3:2]>[Pd].O1CCOCC1.O>[CH2:1]([CH:3]1[C:9](=[O:10])[N:8]2[CH:4]1[CH2:5][C:6]([S:21][CH2:22][CH2:23][NH2:24])=[C:7]2[C:11]([OH:13])=[O:12])[CH3:2] |f:2.3|. Procedure details: A mixture of benzyl 6-ethyl-3-(2-benzyloxycarbonyl aminoethyl)thio-7-oxo-1-azabicyclo[3.2.0]hept-2-ene-2-carboxylate (10 mg) and 10% Pd/C (20 mg) in 1:1 dioxane-H2O (4 ml) is hydrogenated at 40 psi for 1 hr. The mixture is filtered to remove the catalyst which is washed with more H2O (4 ml). The combined filtrate and washings are concentrated in vacuo to 2 ml and loaded onto a column of 200-400 mesh Dowex-50×4 (Na form) ion-exchange resin. The column is eluted with deionized H2O. The appropriate... Starting materials: ice, ClC1=CC=C(\C=C\2/C(NC3=CC=CC=C23)=O)C=C1 ((Z)-3-(4-chloro-benzylidene)-1,3-dihydro-indol-2-one), [H-].[Na+] (NaH), [I-].C[S+](=O)(C)C (trimethylsulfoxoniumiodide), CS(=O)C (DMSO). The solvent is C1CCOC1 (THF). Run at temperature 50 celsius, time 20 minute. Product: CS(=C)(=O)C (dimethylsulfoxoniummethylide), ClC1=CC=C(C=C1)[C@H]1C[C@]12C(NC1=CC=CC=C21)=O ((1S,2R)-2-(4-chlorophenyl)spiro[cyclopropane-1,3′-indolin]-2′-one). Isolated yield 62.0%. RXN SMILES: [H-].[Na+].[I-].[CH3:4][S+:5]([CH3:8])([CH3:7])=[O:6].[CH3:9]S(C)=O.[Cl:13][C:14]1[CH:30]=[CH:29][C:17](/[CH:18]=[C:19]2\[C:20](=[O:28])[NH:21][C:22]3[C:27]\2=[CH:26][CH:25]=[CH:24][CH:23]=3)=[CH:16][CH:15]=1>C1COCC1>[CH3:7][S:5]([CH3:8])(=[O:6])=[CH2:4].[Cl:13][C:14]1[CH:15]=[CH:16][C:17]([C@@H:18]2[C@:19]3([C:27]4[C:22](=[CH:23][CH:24]=[CH:25][CH:26]=4)[NH:21][C:20]3=[O:28])[CH2:9]2)=[CH:29][CH:30]=1 |f:0.1,2.3|. Procedure details: A solution of dimethylsulfoxoniummethylide was prepared as under argon from a 60% NaH mineral oil dispersion (88 mg, 2.2 mmol), trimethylsulfoxoniumiodide (484 mg, 2.2 mmol), and DMSO (10 mL). After 20 min, a solution of (Z)-3-(4-chloro-benzylidene)-1,3-dihydro-indol-2-one (510 mg, 2 mmol) in THF (5 mL) was added dropwise over 20 min. After stirring for 1 hour at room temperature and another 1 hour at 50° C., the solution was poured into ice-cold water (20 mL) and extracted with ether (3×20 mL).... Starting materials: CC(C)c1csc(NC(=O)CCCCC(=O)Nc2ccccc2C(=O)O)c1C(=O)OC(C)(C)C, ClCCl, O=C(O)C(F)(F)F. Product: CC(C)c1csc(NC(=O)CCCCC(=O)Nc2ccccc2C(=O)O)c1. As a reaction SMILES: [C:1]([O:2][C:3](=[O:4])[c:8]1[c:9]([NH:16][C:17]([CH2:18][CH2:19][CH2:20][CH2:21][C:22](=[O:23])[NH:24][c:25]2[c:26]([C:27](=[O:28])[OH:29])[cH:30][cH:31][cH:32][cH:33]2)=[O:34])[s:10][cH:11][c:12]1[CH:13]([CH3:14])[CH3:15])([CH3:5])([CH3:6])[CH3:7].[CH2:42]([Cl:43])[Cl:44].[F:35][C:36]([F:37])([F:38])[C:39]([OH:40])=[O:41]>>[cH:8]1[c:9]([NH:16][C:17]([CH2:18][CH2:19][CH2:20][CH2:21][C:22](=[O:23])[NH:24][c:25]2[c:26]([C:27](=[O:28])[OH:29])[cH:30][cH:31][cH:32][cH:33]2)=[O:34])[s:10][cH:11][c:12]1[CH:13]([CH3:14])[CH3:15]. Reaction SMILES: [OH:1][C:2]1[CH:7]=[CH:6][C:5]([C:8]2[NH:9][C:10]([C:19]3[CH:24]=[CH:23][CH:22]=[CH:21][CH:20]=3)=[C:11]([C:13]3[CH:18]=[CH:17][CH:16]=[CH:15][CH:14]=3)[N:12]=2)=[CH:4][CH:3]=1.Br[CH2:26][CH2:27][CH2:28][CH2:29][CH2:30][CH2:31][CH2:32][CH3:33]>>[CH2:26]([O:1][C:2]1[CH:3]=[CH:4][C:5]([C:8]2[NH:12][C:11]([C:13]3[CH:18]=[CH:17][CH:16]=[CH:15][CH:14]=3)=[C:10]([C:19]3[CH:20]=[CH:21][CH:22]=[CH:23][CH:24]=3)[N:9]=2)=[CH:6][CH:7]=1)[CH2:27][CH2:28][CH2:29][CH2:30][CH2:31][CH2:32][CH3:33]. The yield is 63.1%. Reported procedure: 2-(4-Hydroxyphenyl)-4,5-diphenylimidazole (5 g) (J. Org. Chem., 1964, 29, 1926) was reacted with 8-bromooctane (6.2 g) in a method similar to Example 9. Work-up and recrystallisation from ethanol and water gave 2-(4-octyloxyphenyl)-4,5-diphenylimidazole (4.29 g, 63%) as a white solid, m.p. 178°. Found: C, 82.31; H, 7.66; N, 6.73%; C29H32N2O requires C, 82.04; H, 7.60; N, 6.60%. Starting materials: OC1=CC=C(C=C1)C=1NC(=C(N1)C1=CC=CC=C1)C1=CC=CC=C1 (2-(4-Hydroxyphenyl)-4,5-diphenylimidazole), BrCCCCCCCC (8-bromooctane). Product: C(CCCCCCC)OC1=CC=C(C=C1)C=1NC(=C(N1)C1=CC=CC=C1)C1=CC=CC=C1 (2-(4-octyloxyphenyl)-4,5-diphenylimidazole). Starting materials: N1N=CC(=C1)N (1H-pyrazol-4-amine), BrC=1C=CC(=C(C(=O)O)C1)OCC1=CC=CC=C1 (5-bromo-2-[(phenylmethyl)oxy]benzoic acid), C(CCl)Cl (EDC), C=1C=CC2=C(C1)N=NN2O (HOBT). Run in CN(C=O)C (N,N-dimethylformamide), O (Water). Run at time 8 hour. Yields the product BrC=1C=CC(=C(C(=O)NC=2C=NNC2)C1)OCC1=CC=CC=C1 (5-Bromo-2-[(phenylmethyl)oxy]-N-1H-pyrazol-4-ylbenzamide). Reaction SMILES: [NH:1]1[CH:5]=[C:4]([NH2:6])[CH:3]=[N:2]1.[Br:7][C:8]1[CH:9]=[CH:10][C:11]([O:17][CH2:18][C:19]2[CH:24]=[CH:23][CH:22]=[CH:21][CH:20]=2)=[C:12]([CH:16]=1)[C:13](O)=[O:14].C(Cl)CCl.C1C=CC2N(O)N=NC=2C=1>CN(C)C=O.O>[Br:7][C:8]1[CH:9]=[CH:10][C:11]([O:17][CH2:18][C:19]2[CH:20]=[CH:21][CH:22]=[CH:23][CH:24]=2)=[C:12]([CH:16]=1)[C:13]([NH:6][C:4]1[CH:5]=[N:1][NH:2][CH:3]=1)=[O:14]. Reported procedure: Neat 1H-pyrazol-4-amine (55.2 mg, 0.66 mmol) was added in one charge to a stirred solution of 5-bromo-2-[(phenylmethyl)oxy]benzoic acid (may be prepared as described in Description 5, method D; 170 mg, 0.55 mmol), EDC (318 mg, 1.66 mmol) and HOBT (254 mg, 1.66 mmol) in N,N-dimethylformamide (4 ml) in air at room temperature. The reaction mixture was stirred at room temperature overnight. Water (30 ml) was added, and the mixture was extracted with ethyl acetate (50 ml×2). The organic layers were ... The reactants are CCO, [H][H], O=C(CCN1CCCC1)N1CC2CCCN2Cc2cc([N+](=O)[O-])ccc21. The product is Nc1ccc2c(c1)CN1CCCC1CN2C(=O)CCN1CCCC1. Reaction SMILES: [CH3:29][CH2:30][OH:31].[H:27][H:28].[N+:1]([O-:2])(=[O:3])[c:4]1[cH:5][cH:6][c:7]2[c:8]([cH:26]1)[CH2:9][N:10]1[CH:11]([CH2:12][N:13]2[C:14]([CH2:15][CH2:16][N:17]2[CH2:18][CH2:19][CH2:20][CH2:21]2)=[O:22])[CH2:23][CH2:24][CH2:25]1>>[NH2:1][c:4]1[cH:5][cH:6][c:7]2[c:8]([cH:26]1)[CH2:9][N:10]1[CH:11]([CH2:12][N:13]2[C:14]([CH2:15][CH2:16][N:17]2[CH2:18][CH2:19][CH2:20][CH2:21]2)=[O:22])[CH2:23][CH2:24][CH2:25]1. Starting materials: Oc1ccc(Cl)cc1, COc1cccc2c(Cl)nc(Nc3cc(C)[nH]n3)cc12. Product: COc1cccc2c(Oc3ccc(Cl)cc3)nc(Nc3cc(C)[nH]n3)cc12. Reaction SMILES: [Cl:1][c:2]1[cH:3][cH:4][c:5]([OH:8])[cH:6][cH:7]1.[Cl:9][c:10]1[n:11][c:12]([NH:22][c:23]2[n:24][nH:25][c:26]([CH3:28])[cH:27]2)[cH:13][c:14]2[c:15]([O:20][CH3:21])[cH:16][cH:17][cH:18][c:19]12>>[Cl:1][c:2]1[cH:3][cH:4][c:5]([O:8][c:10]2[n:11][c:12]([NH:22][c:23]3[n:24][nH:25][c:26]([CH3:28])[cH:27]3)[cH:13][c:14]3[c:15]([O:20][CH3:21])[cH:16][cH:17][cH:18][c:19]23)[cH:6][cH:7]1. Reactants: C(C)(C)C1=C(C=CC(=C1)CCCCCCCCC)O (2-Isopropyl-4-nonylphenol), C[O-].[Mg+2].C[O-] (magnesium methoxide), C=O (paraformaldehyde). The solvent is C1(=CC=CC=C1)C (toluene). Reaction conditions: temperature 100 celsius. Product: C(C)(C)C1=C(C(C=O)=CC(=C1)CCCCCCCCC)O (3-isopropyl-5-nonylsalicylaldehyde). Yield: 20.0%. As a reaction SMILES: [CH:1]([C:4]1[CH:9]=[C:8]([CH2:10][CH2:11][CH2:12][CH2:13][CH2:14][CH2:15][CH2:16][CH2:17][CH3:18])[CH:7]=[CH:6][C:5]=1[OH:19])([CH3:3])[CH3:2].[CH3:20][O-:21].[Mg+2].C[O-].C=O>C1(C)C=CC=CC=1>[CH:1]([C:4]1[CH:9]=[C:8]([CH2:10][CH2:11][CH2:12][CH2:13][CH2:14][CH2:15][CH2:16][CH2:17][CH3:18])[CH:7]=[C:6]([CH:20]=[O:21])[C:5]=1[OH:19])([CH3:3])[CH3:2] |f:1.2.3|. Procedure details: 2-Isopropyl-4-nonylphenol (3a) (239.4 g, 0.914 mol) in toluene (470 mL) was placed in a 4-neck RBF equipped with a thermometer, a condenser, and a mechanical stirrer. To the solution was added methanolic magnesium methoxide (685 mL of 7.4 wt. %, d. 0.816 g/mL). The methanol was distilled off gradually so that the pot temperature was raised to 100° C. Then solid paraformaldehyde (80 g, 2.7 mol) was introduced in portions for 30 mins. maintaining the same temperature. Crude product was distilled a... Starting materials: [H-].C(C(C)C)[Al+]CC(C)C (diisobutyl aluminium hydride), C(C)(C)C1=C(C(=C2N1C=CC1=CC=CC=C21)C2=CC=CC=C2)/C=C/C(=O)OCC (ethyl (E)-3-(3-isopropyl-1-phenylpyrrolo[2,1-a]isoquinolin-2-yl)propenoate). The solvent is C1(=CC=CC=C1)C (toluene), O1CCCC1 (tetrahydrofuran). Conditions: temperature 0 celsius, time 30 minute. Product: C(C)(C)C1=C(C(=C2N1C=CC1=CC=CC=C21)C2=CC=CC=C2)C/C=C/O ((E)-3-(3-isopropyl1-phenylpyrrolo[2,1-a]isoquinolin-2-yl)propen-1-ol), oil. RXN SMILES: [H-].C([Al+]CC(C)C)C(C)C.[CH:11]([C:14]1[N:18]2[CH:19]=[CH:20][C:21]3[C:26]([C:17]2=[C:16]([C:27]2[CH:32]=[CH:31][CH:30]=[CH:29][CH:28]=2)[C:15]=1/[CH:33]=[CH:34]/[C:35](OCC)=[O:36])=[CH:25][CH:24]=[CH:23][CH:22]=3)([CH3:13])[CH3:12]>C1(C)C=CC=CC=1.O1CCCC1>[CH:11]([C:14]1[N:18]2[CH:19]=[CH:20][C:21]3[C:26]([C:17]2=[C:16]([C:27]2[CH:28]=[CH:29][CH:30]=[CH:31][CH:32]=2)[C:15]=1[CH2:33]/[CH:34]=[CH:35]/[OH:36])=[CH:25][CH:24]=[CH:23][CH:22]=3)([CH3:13])[CH3:12] |f:0.1|. Reported procedure: A solution of diisobutyl aluminium hydride in toluene (1.5M; 16.8 ml) was added dropwise to a stirred solution of ethyl (E)-3-(3-isopropyl-1-phenylpyrrolo[2,1-a]isoquinolin-2-yl)propenoate (2.4 g) in dry tetrahydrofuran (50 ml) at 0° C. under an atmosphere of argon. The mixture was stirred at 0° C. for 30 minutes and then the reaction mixture was quenched by the dropwise addition of saturated aqueous sodium sulphate solution (50 ml) at 0° C. The resulting gel was then allowed to warm to 20° C. a... The reactants are Cl[O-] (hypochlorite), CC1(CCCC(N1[O])(C)C)C (TEMPO). Run in O (water). Yields the product Cl[O-].CC1(CCCC(N1[O])(C)C)C (Hypochlorite TEMPO). Reaction SMILES: [Cl:1][O-:2].[CH3:3][C:4]1([CH3:13])[N:9]([O:10])[C:8]([CH3:12])([CH3:11])[CH2:7][CH2:6][CH2:5]1>O>[Cl:1][O-:2].[CH3:11][C:8]1([CH3:12])[N:9]([O:10])[C:4]([CH3:13])([CH3:3])[CH2:5][CH2:6][CH2:7]1 |f:3.4,^1:6,20|. Procedure: A solution containing 1000 ppm of hypochlorite and 35 ppm of TEMPO for half an hour was used to clean the membranes. The reaction pH was adjusted to 10. The cold water flux (cwf) of the virginal membrane was 6000 l/h/m2. The cwf after cleaning was also 6000 l/h/m2.